Dataset: the Open Reaction Database (ORD), a public repository of structured organic reaction records. Task: describe an organic reaction: reactants, conditions, products, and yield Starting materials: C(C)OC(C=C(C)C1=CC=C(C=C1)C1=CC=CC=C1)=O (3-(4-Biphenylyl)-2-butenoic acid ethyl ester), [OH-].[K+] (potassium hydroxide). Solvent: C(C)O (ethanol). Product: C1(=CC=C(C=C1)C(=CC(=O)O)C)C1=CC=CC=C1 (3-(4-Biphenylyl)-2-butenoic acid). As a reaction SMILES: C([O:3][C:4](=[O:20])[CH:5]=[C:6]([C:8]1[CH:13]=[CH:12][C:11]([C:14]2[CH:19]=[CH:18][CH:17]=[CH:16][CH:15]=2)=[CH:10][CH:9]=1)[CH3:7])C.[OH-].[K+]>C(O)C>[C:11]1([C:14]2[CH:15]=[CH:16][CH:17]=[CH:18][CH:19]=2)[CH:12]=[CH:13][C:8]([C:6]([CH3:7])=[CH:5][C:4]([OH:20])=[O:3])=[CH:9][CH:10]=1 |f:1.2|. Procedure: The product resulting from (a), above, is mixed with 6 g of 85% potassium hydroxide in 100 ml of aqueous ethanol and the resulting mixture heated on a steam bath for 30 minutes. The mixture is then cooled, poured into ice and extracted thrice with 25 ml portions of diethylether. The aqueous phase is filtered over Celite and the filtrate acidified with 2 N hydrochloric acid to pH 4 and cooled. The resulting precipitate is filtered, washed with ether, air dried with suction and then dried under hi... Reactants: COC1=C(C=CC=C1)CCC=O (3-(2-methoxyphenyl)propanal), [Cl-].C(C1=CC=CC=C1)OC1=C(C[P+](C2=CC=CC=C2)(C2=CC=CC=C2)C2=CC=CC=C2)C=CC=C1 (2-benzyloxybenzyltriphenylphosphonium chloride), N12CCCCCC2=NCCC1 (1,8-diazabicyclo[5,4,0]undec-7-ene). Run in C(C)#N (acetonitrile). Product: COC1=C(C=CC=C1)CCC=CC1=C(C=CC=C1)OCC1=CC=CC=C1 (benzyl 2-[4-(2-methoxyphenyl)-1-butenyl]phenyl ether). As a reaction SMILES: [CH3:1][O:2][C:3]1[CH:8]=[CH:7][CH:6]=[CH:5][C:4]=1[CH2:9][CH2:10][CH:11]=O.[Cl-].[CH2:14]([O:21][C:22]1[CH:47]=[CH:46][CH:45]=[CH:44][C:23]=1[CH2:24][P+](C1C=CC=CC=1)(C1C=CC=CC=1)C1C=CC=CC=1)[C:15]1[CH:20]=[CH:19][CH:18]=[CH:17][CH:16]=1.N12CCCN=C1CCCCC2>C(#N)C>[CH3:1][O:2][C:3]1[CH:8]=[CH:7][CH:6]=[CH:5][C:4]=1[CH2:9][CH2:10][CH:11]=[CH:24][C:23]1[CH:44]=[CH:45][CH:46]=[CH:47][C:22]=1[O:21][CH2:14][C:15]1[CH:16]=[CH:17][CH:18]=[CH:19][CH:20]=1 |f:1.2|. Procedure details: Following a procedure similar to that described in the first part of Preparation 3, the whole of the 3-(2-methoxyphenyl)propanal prepared as described above, 1.65 g of 2-benzyloxybenzyltriphenylphosphonium chloride (prepared as described in Preparation 1) and 1.01 g of 1,8-diazabicyclo[5,4,0]undec-7-ene were reacted in 30 ml of acetonitrile. The crude product, extracted as described in Preparation 3, was purified by column chromatography through silica gel, using a 9:1 by volume mixture of hexan... Starting materials: FC1=CC=C(C=C1)C(CCCN)C1=CC=C(C=C1)F (4,4-di(p-fluorophenyl)butylamine), C(C)OC(CCBr)=O (3-bromopropionic acid ethyl ester), C([O-])([O-])=O.[K+].[K+] (potassium carbonate). Solvent: CC(CC)=O (2-butanone). The product is C(C)OC(CCNCCCC(C1=CC=C(C=C1)F)C1=CC=C(C=C1)F)=O (3-[4,4-di(p-fluorophenyl)-butylamino]-propionic acid ethyl ester). RXN SMILES: [F:1][C:2]1[CH:7]=[CH:6][C:5]([CH:8]([C:13]2[CH:18]=[CH:17][C:16]([F:19])=[CH:15][CH:14]=2)[CH2:9][CH2:10][CH2:11][NH2:12])=[CH:4][CH:3]=1.[CH2:20]([O:22][C:23](=[O:27])[CH2:24][CH2:25]Br)[CH3:21].C(=O)([O-])[O-].[K+].[K+]>CC(=O)CC>[CH2:20]([O:22][C:23](=[O:27])[CH2:24][CH2:25][NH:12][CH2:11][CH2:10][CH2:9][CH:8]([C:13]1[CH:14]=[CH:15][C:16]([F:19])=[CH:17][CH:18]=1)[C:5]1[CH:6]=[CH:7][C:2]([F:1])=[CH:3][CH:4]=1)[CH3:21] |f:2.3.4|. Reported procedure: 26.1 g (0.1 mol) of 4,4-di(p-fluorophenyl)butylamine and 18.1 g of 3-bromopropionic acid ethyl ester are refluxed with 21.0 g of potassium carbonate in 200 ml of 2-butanone for 24 hours while stirring. The reaction mixture is filtered and the filtrate is concentrated by evaporation under reduced pressure, yielding crude 3-[4,4-di(p-fluorophenyl)-butylamino]-propionic acid ethyl ester in the form of an oil. Reactants: CC(C)(C)OC(=O)NCCCCN, ClC(Cl)Cl, O=C(Cl)COc1cccc(C(F)(F)F)c1. Yields the product CC(C)(C)OC(=O)NCCCCNC(=O)COc1cccc(C(F)(F)F)c1. RXN SMILES: [C:16]([CH3:17])([CH3:18])([CH3:19])[O:20][C:21](=[O:22])[NH:23][CH2:24][CH2:25][CH2:26][CH2:27][NH2:28].[CH:29]([Cl:30])([Cl:31])[Cl:32].[F:1][C:2]([c:3]1[cH:4][c:5]([O:6][CH2:7][C:8](=[O:9])[Cl:10])[cH:11][cH:12][cH:13]1)([F:14])[F:15]>>[F:1][C:2]([c:3]1[cH:4][c:5]([O:6][CH2:7][C:8](=[O:9])[NH:28][CH2:27][CH2:26][CH2:25][CH2:24][NH:23][C:21]([O:20][C:16]([CH3:17])([CH3:18])[CH3:19])=[O:22])[cH:11][cH:12][cH:13]1)([F:14])[F:15]. Starting materials: [N+](=O)([O-])C1=CC=C2C=NNC2=C1 (6-nitro-1H-indazole), C([O-])([O-])=O.[K+].[K+] (potassium carbonate), Cl.ClCCCN(C)C ((3-chloro-propyl)-dimethyl-amine hydrochloride). Solvent: CN(C)C=O (DMF). Run at temperature 60 celsius. Product: CN(CCCN1N=CC2=CC=C(C=C12)[N+](=O)[O-])C (dimethyl-{3-(6-nitro-indazol-1-yl)-propyl}-amine). As a reaction SMILES: [N+:1]([C:4]1[CH:12]=[C:11]2[C:7]([CH:8]=[N:9][NH:10]2)=[CH:6][CH:5]=1)([O-:3])=[O:2].C(=O)([O-])[O-].[K+].[K+].Cl.Cl[CH2:21][CH2:22][CH2:23][N:24]([CH3:26])[CH3:25]>CN(C=O)C>[CH3:25][N:24]([CH3:26])[CH2:23][CH2:22][CH2:21][N:10]1[C:11]2[C:7](=[CH:6][CH:5]=[C:4]([N+:1]([O-:3])=[O:2])[CH:12]=2)[CH:8]=[N:9]1 |f:1.2.3,4.5|. Reported procedure: A mixture of 6-nitro-1H-indazole (0.500 g, 3.07 mmol) and potassium carbonate (0.889 g, 6.44 mmol) in 15.3 mL of DMF was stirred for 30 minutes after which (3-chloro-propyl)-dimethyl-amine hydrochloride (0.553 g 3.50 mmol) was added. The reaction mixture was then heated to 60° C. for 6 hours, cooled to room temperature and filtered through a plug of silica gel which was rinsed with triethylamine/ethyl acetate (1/4). The filtrate was concentrated under reduced pressure and the residue purified by...